From a dataset of the Open Reaction Database (ORD), a public repository of structured organic reaction records. describe an organic reaction: reactants, conditions, products, and yield Reactants: FC(C1=CC=C(C=C1)C=1CCN(CC1)C(=O)OC[C@](CN1C(=NC(=C1)[N+](=O)[O-])Cl)(C)O)(F)F ((R)-3-(2-chloro-4-nitroimidazol-1-yl)-2-hydroxy-2-methylpropyl 4-(4-trifluoromethylphenyl)-1,2,3,6-tetrahydropyridine-1-carboxylate), [H-].[Na+] (sodium hydride), ice water. The solvent is CN(C)C=O (DMF). Run at time 1.5 hour. Yields the product FC(C1=CC=C(C=C1)C=1CCN(CC1)C(=O)OC[C@]1(CN2C(O1)=NC(=C2)[N+](=O)[O-])C)(F)F ((R)-2-methyl-6-nitro-2,3-dihydroimidazo[2,1-b]oxazol-2-ylmethyl 4-(4-trifluoromethylphenyl)-1,2,3,6-tetrahydropyridine-1-carboxylate). Yield: 47.6%. As a reaction SMILES: [F:1][C:2]([F:33])([F:32])[C:3]1[CH:8]=[CH:7][C:6]([C:9]2[CH2:10][CH2:11][N:12]([C:15]([O:17][CH2:18][C@@:19]([OH:31])([CH3:30])[CH2:20][N:21]3[CH:25]=[C:24]([N+:26]([O-:28])=[O:27])[N:23]=[C:22]3Cl)=[O:16])[CH2:13][CH:14]=2)=[CH:5][CH:4]=1.[H-].[Na+]>CN(C=O)C>[F:1][C:2]([F:33])([F:32])[C:3]1[CH:8]=[CH:7][C:6]([C:9]2[CH2:10][CH2:11][N:12]([C:15]([O:17][CH2:18][C@:19]3([CH3:30])[O:31][C:22]4=[N:23][C:24]([N+:26]([O-:28])=[O:27])=[CH:25][N:21]4[CH2:20]3)=[O:16])[CH2:13][CH:14]=2)=[CH:5][CH:4]=1 |f:1.2|. Reported procedure: To the solution of (R)-3-(2-chloro-4-nitroimidazol-1-yl)-2-hydroxy-2-methylpropyl 4-(4-trifluoromethylphenyl)-1,2,3,6-tetrahydropyridine-1-carboxylate prepared in Example 106 (0.32 g, 0.65 mmol) in DMF (3 ml), sodium hydride (31 mg, 0.78 mmol) was added followed by stirring for 1.5 hours with cooling on ice-bath. To the reaction mixture, ice-water was added, and the solution was extracted with ethyl acetate. The organic phase was washed with water, dried over magnesium sulfate and then concentra... Starting materials: NC1=NC(=CC(=N1)OC)OC (2-amino-4,6-dimethoxypyrimidine), [OH-].C(C)OC(=O)C=1C=NN(C1S(=O)(=O)NC(=O)[N+]1=CC=CC=C1)C (1-[[(4-ethoxycarbonyl-1-methylpyrazole-5-sulfonyl)amino]carbonyl]pyridinium hydroxide), O (water). Procedure: 3.42 g(10.1 mmole) of 1-[[(4-ethoxycarbonyl-1-methylpyrazole-5-sulfonyl)amino]carbonyl]pyridinium hydroxide was dissolved in 10.00 g of dry acetonitrile. To the resulting solution was added 1.55 g(10.0 mmole) of 2-amino-4,6-dimethoxypyrimidine with stirring. The reaction mixture was stirred for one hour while maintaining the temperature of 40° to 45° C. to complete the reaction. After the reaction was completed, 25.00 g of water was added to the reaction solution. The mixture was then adjusted t... Run at temperature 25 celsius. The solvent is C(C)#N (acetonitrile). RXN SMILES: [OH-].[CH2:2]([O:4][C:5]([C:7]1[CH:8]=[N:9][N:10]([CH3:24])[C:11]=1[S:12]([NH:15][C:16]([N+:18]1[CH:23]=CC=CC=1)=[O:17])(=[O:14])=[O:13])=[O:6])[CH3:3].NC1[N:31]=[C:30]([O:32][CH3:33])[CH:29]=[C:28]([O:34][CH3:35])[N:27]=1.O>C(#N)C>[CH3:33][O:32][C:30]1[CH:29]=[C:28]([O:34][CH3:35])[N:27]=[C:23]([NH:18][C:16]([NH:15][S:12]([C:11]2[N:10]([CH3:24])[N:9]=[CH:8][C:7]=2[C:5]([O:4][CH2:2][CH3:3])=[O:6])(=[O:13])=[O:14])=[O:17])[N:31]=1 |f:0.1|. Yields the product COC1=NC(=NC(=C1)OC)NC(=O)NS(=O)(=O)C1=C(C=NN1C)C(=O)OCC (N-[(4,6-dimethoxypyrimidin-2-yl)amino-carbonyl]-4-ethoxycarbonyl-1-methylpyrazole-5-sulfon-amide). Isolated yield 98.9%. Starting materials: C(C)C1=CC=C(C=C1)CC=1C(NNC1C)=O (4-[(4-ethylphenyl)methyl]-5-methyl-1,2-dihydro-3H-pyrazol-3-one), CC(=O)OC[C@@H]1[C@H]([C@@H]([C@H]([C@H](O1)Br)OC(=O)C)OC(=O)C)OC(=O)C (acetobromo-α-D-glucose). Reagents/catalysts: C([O-])([O-])=O.[Ag+2] (silver carbonate). Run in O1CCCC1 (tetrahydrofuran). Run at temperature 60 celsius, time 8 hour. Product: C(C)C1=CC=C(C=C1)CC=1C(=NNC1C)O[C@H]1[C@H](OC(C)=O)[C@@H](OC(C)=O)[C@H](OC(C)=O)[C@H](O1)COC(C)=O (4-[(4-ethylphenyl)methyl]-5-methyl-3-(2,3,4,6-tetra-O-acetyl-β-D-glucopyranosyloxy)-1H-pyrazole). Isolated yield 38.2%. As a reaction SMILES: [CH2:1]([C:3]1[CH:8]=[CH:7][C:6]([CH2:9][C:10]2[C:11](=[O:16])[NH:12][NH:13][C:14]=2[CH3:15])=[CH:5][CH:4]=1)[CH3:2].[CH3:17][C:18]([O:20][CH2:21][C@H:22]1[O:27][C@H:26](Br)[C@H:25]([O:29][C:30]([CH3:32])=[O:31])[C@@H:24]([O:33][C:34]([CH3:36])=[O:35])[C@@H:23]1[O:37][C:38]([CH3:40])=[O:39])=[O:19]>O1CCCC1.C(=O)([O-])[O-].[Ag+2]>[CH2:1]([C:3]1[CH:4]=[CH:5][C:6]([CH2:9][C:10]2[C:11]([O:16][C@@H:26]3[O:27][C@H:22]([CH2:21][O:20][C:18](=[O:19])[CH3:17])[C@@H:23]([O:37][C:38](=[O:39])[CH3:40])[C@H:24]([O:33][C:34](=[O:35])[CH3:36])[C@H:25]3[O:29][C:30](=[O:31])[CH3:32])=[N:12][NH:13][C:14]=2[CH3:15])=[CH:7][CH:8]=1)[CH3:2] |f:3.4|. Procedure details: To a suspension of 4-[(4-ethylphenyl)methyl]-5-methyl-1,2-dihydro-3H-pyrazol-3-one (0.65 g) and acetobromo-α-D-glucose (1.2 g) in tetrahydrofuran (15 mL) was added silver carbonate (0.83 g), and the mixture was stirred at 60° C. overnight under light shielding. The reaction mixture was purified by column chromatography on aminopropyl silica gel (eluent: tetrahydrofuran), and successively by column chromatography on silica gel (eluent: hexane/ethyl acetate=1/3) to give 4-[(4-ethylphenyl)methyl]-5... Reported procedure: Aluminium chloride (0.7 g) was added to a stirred solution of methyl 3-bromo-6-(3-chlorobenzenesulphonylmethyl)-2-methoxybenzoate (Intermediate 68, 0.76 g) and N,N-dimethylaniline (1.27 g) in DCM (8 ml) and the resultant mixture was stirred for 30 minutes. The mixture was partitioned between ethyl acetate and hydrochloric acid (1M) and the organic layer was washed with sodium bicarbonate (saturated aqueous solution), dried (Na2SO4) and filtered. The filtrate was evaporated to dryness and the res... The yield is 82.9%. Reactants: [Cl-].[Al+3].[Cl-].[Cl-] (Aluminium chloride), BrC=1C(=C(C(=O)OC)C(=CC1)CS(=O)(=O)C1=CC(=CC=C1)Cl)OC (methyl 3-bromo-6-(3-chlorobenzenesulphonylmethyl)-2-methoxybenzoate), BrC=1C(=C(C(=O)OC)C(=CC1)CS(=O)(=O)C1=CC(=CC=C1)Cl)OC (methyl 3-bromo-6-(3-chlorobenzenesulphonylmethyl)-2-methoxybenzoate), CN(C1=CC=CC=C1)C (N,N-dimethylaniline), resultant mixture. Run in C(Cl)Cl (DCM). Reaction SMILES: [Cl-].[Al+3].[Cl-].[Cl-].[Br:5][C:6]1[C:7]([O:27]C)=[C:8]([C:13]([CH2:16][S:17]([C:20]2[CH:25]=[CH:24][CH:23]=[C:22]([Cl:26])[CH:21]=2)(=[O:19])=[O:18])=[CH:14][CH:15]=1)[C:9]([O:11][CH3:12])=[O:10].CN(C)C1C=CC=CC=1>C(Cl)Cl>[Br:5][C:6]1[C:7]([OH:27])=[C:8]([C:13]([CH2:16][S:17]([C:20]2[CH:25]=[CH:24][CH:23]=[C:22]([Cl:26])[CH:21]=2)(=[O:19])=[O:18])=[CH:14][CH:15]=1)[C:9]([O:11][CH3:12])=[O:10] |f:0.1.2.3|. Yields the product BrC=1C(=C(C(=O)OC)C(=CC1)CS(=O)(=O)C1=CC(=CC=C1)Cl)O (methyl 3-bromo-6-(3-chlorobenzenesulphonylmethyl)-2-hydroxybenzoate). Reactants: [N+](=O)(O)[O-] (nitric acid), C(C)OC1=CC=C2C(=CC(OC2=C1)=O)O (7-ethoxy-4-hydroxycoumarin). Solvent: C(Cl)(Cl)Cl (chloroform). Run at time 2 hour. Product: O.OC1=CC(OC2=CC(=CC=C12)O)=O (4,7-dihydroxycoumarin monohydrate). Reaction SMILES: [N+]([O-])(O)=[O:2].C([O:7][C:8]1[CH:17]=[C:16]2[C:11]([C:12]([OH:19])=[CH:13][C:14](=[O:18])[O:15]2)=[CH:10][CH:9]=1)C>C(Cl)(Cl)Cl>[OH2:2].[OH:19][C:12]1[C:11]2[C:16](=[CH:17][C:8]([OH:7])=[CH:9][CH:10]=2)[O:15][C:14](=[O:18])[CH:13]=1 |f:3.4|. Procedure details: Fuming nitric acid (25 ml) was added to a stirred suspension of 7-ethoxy-4-hydroxycoumarin (m.p. 267°-8°; 5.0g) in chloroform (500 ml) at room temperature over 1.5 hours. After a further two hours, the solvent was removed in vacuo and 6N hydrochloric acid (100 ml) added to the residue. Filtration and recrystallisation from ethanol gave the product, m.p. 153°-4°(d); (C11H9NO6 requires C, 52.59; H, 3.61; N, 5.58. Found: C, 52.48; H, 3.36; N, 5.29). Reactants: [Si](C)(C)(C(C)(C)C)OCC=1N(C(=C(N1)C(C#N)C)SC1=CC(=CC=C1)Cl)C (2-(2-t-butyldimethylsilyloxymethyl-5-(3-chlorophenylthio)-1-methyl-1H-imidazol-4-yl)propiononitrile), [F-].C(CCC)[N+](CCCC)(CCCC)CCCC.O1CCCC1 (tetrabutylammoniumfluoride tetrahydrofuran), O (water). Run in O1CCCC1 (tetrahydrofuran). Reaction conditions: time 10 minute. Yields the product ClC=1C=C(C=CC1)SC1=C(N=C(N1C)CO)C(C#N)C (2-[5-(3-chlorophenylthio)-2-hydroxymethyl-1-methyl-1H-imidazol-4-yl]propiononitrile). The yield is 97.9%. Reaction SMILES: [Si]([O:8][CH2:9][C:10]1[N:11]([CH3:27])[C:12]([S:19][C:20]2[CH:25]=[CH:24][CH:23]=[C:22]([Cl:26])[CH:21]=2)=[C:13]([CH:15]([CH3:18])[C:16]#[N:17])[N:14]=1)(C(C)(C)C)(C)C.[F-].C([N+](CCCC)(CCCC)CCCC)CCC.O1CCCC1.O>O1CCCC1>[Cl:26][C:22]1[CH:21]=[C:20]([S:19][C:12]2[N:11]([CH3:27])[C:10]([CH2:9][OH:8])=[N:14][C:13]=2[CH:15]([CH3:18])[C:16]#[N:17])[CH:25]=[CH:24][CH:23]=1 |f:1.2.3|. Procedure: In dry tetrahydrofuran (2 ml)was dissolved 70 mg of 2-(2-t-butyldimethylsilyloxymethyl-5-(3-chlorophenylthio)-1-methyl-1H-imidazol-4-yl)propiononitrile (50'), followed by addition of 0.33 ml of 1 M tetrabutylammoniumfluoride-tetrahydrofuran solution, and the reaction mixture was stirred at room temperature for 10 minutes. To the reaction mixture, water was added, extracted with methylene chloride, the organic layer was washed with water and dried over sodium sulfate. The solvent was concentrated... Reactants: CC(C)(C)OC (MTBE), S(=O)(=O)([O-])[O-].[Na+].[Na+] (sodium sulfate), CC(C)([O-])C.[K+] (potassium tert-butoxide), C1CCOC1 (THF), C(C)OC(=O)C1(CC1)C (1-methyl-cyclopropanecarboxylic acid ethyl ester), C(C)#N (acetonitrile), [O-]CCCC (butoxide), O (water), CC(C)(C)OC (MTBE), Cl (HCl). Run in CO (methanol). Reaction conditions: time 10 minute. Yields the product CC1(CC1)C(CC#N)=O (3-(1-methyl-cyclopropyl)-3-oxo-propionitrile). Reaction SMILES: CC(C)([O-])C.[K+].C1COCC1.C(O[C:15]([C:17]1([CH3:20])[CH2:19][CH2:18]1)=[O:16])C.[C:21](#[N:23])[CH3:22].[O-]CCCC.O.CC(OC)(C)C.Cl.S([O-])([O-])(=O)=O.[Na+].[Na+]>CO>[CH3:20][C:17]1([C:15](=[O:16])[CH2:22][C:21]#[N:23])[CH2:18][CH2:19]1 |f:0.1,9.10.11|. Procedure: Alternatively, to a 5 L three-necked round-bottom flask equipped with overhead stirrer, thermocouple, reflux condenser, and an addition funnel, add potassium tert-butoxide in THF (3.00 L, 3.00 moles). Mix 1-methyl-cyclopropanecarboxylic acid ethyl ester (264.00 g, 2.06 moles) with acetonitrile (123.00 g, 3.00 moles), then add through an addition funnel over 0.5 hour to the butoxide solution. Heat the resulting mixture to reflux. Reflux 2 hours, then cool to <40° C. by adding methanol (96.00 g, 3... The reactants are BrCc1ccccc1, CCOC(=O)C1CSC(CS)C1, CC[O-], CCO, [Na+], c1ccccc1. The product is CCOC(=O)C1CSC(CSCc2ccccc2)C1. RXN SMILES: [Br:17][CH2:18][c:19]1[cH:20][cH:21][cH:22][cH:23][cH:24]1.[CH2:1]([CH3:2])[O:3][C:4](=[O:5])[CH:6]1[CH2:7][CH:8]([CH2:11][SH:12])[S:9][CH2:10]1.[CH3:14][CH2:15][O-:16].[CH3:31][CH2:32][OH:33].[Na+:13].[cH:25]1[cH:26][cH:27][cH:28][cH:29][cH:30]1>>[CH2:1]([CH3:2])[O:3][C:4](=[O:5])[CH:6]1[CH2:7][CH:8]([CH2:11][S:12][CH2:18][c:19]2[cH:20][cH:21][cH:22][cH:23][cH:24]2)[S:9][CH2:10]1. Starting materials: [Br-], [Li]CCCC, C[P+](c1ccccc1)(c1ccccc1)c1ccccc1, CCCCCC, Cc1c(C2CCCCC2)csc1C=O. The product is C=Cc1scc(C2CCCCC2)c1C. As a reaction SMILES: [Br-:26].[CH3:1][CH2:2][CH2:3][CH2:4][Li:5].[CH3:27][P+:28]([c:29]1[cH:30][cH:31][cH:32][cH:33][cH:34]1)([c:35]1[cH:36][cH:37][cH:38][cH:39][cH:40]1)[c:41]1[cH:42][cH:43][cH:44][cH:45][cH:46]1.[CH3:6][CH2:7][CH2:8][CH2:9][CH2:10][CH3:11].[CH:12](=[O:13])[c:14]1[s:15][cH:16][c:17]([CH:20]2[CH2:21][CH2:22][CH2:23][CH2:24][CH2:25]2)[c:18]1[CH3:19]>>[CH2:1]=[CH:12][c:14]1[s:15][cH:16][c:17]([CH:20]2[CH2:21][CH2:22][CH2:23][CH2:24][CH2:25]2)[c:18]1[CH3:19]. The reactants are CCc1nc(NC2c3cc(OC)ccc3CC2CC)c(CC)nc1Br, COCCOC, CCc1nc(-c2ccc(Cl)cc2Cl)c(CC)nc1NC1c2ccccc2CC1O, [Pd], c1ccc(P(c2ccccc2)c2ccccc2)cc1, c1ccc(P(c2ccccc2)c2ccccc2)cc1, c1ccc(P(c2ccccc2)c2ccccc2)cc1, c1ccc(P(c2ccccc2)c2ccccc2)cc1. The product is CCc1nc(-c2ccc(Cl)cc2Cl)c(CC)nc1NC1c2cc(OC)ccc2CC1CC. RXN SMILES: [Br:30][c:31]1[n:32][c:33]([CH2:34][CH3:35])[c:36]([NH:37][CH:40]2[CH:41]([CH2:51][CH3:52])[CH2:42][c:43]3[cH:44][cH:45][c:46]([O:49][CH3:50])[cH:47][c:48]32)[n:38][c:39]1[CH2:53][CH3:54].[CH3:132][O:133][CH2:134][CH2:135][O:136][CH3:137].[Cl:1][c:2]1[c:3](-[c:9]2[n:10][c:11]([CH2:28][CH3:29])[c:12]([NH:17][CH:18]3[c:19]4[c:20]([cH:21][cH:22][cH:23][cH:24]4)[CH2:25][CH:26]3[OH:27])[n:13][c:14]2[CH2:15][CH3:16])[cH:4][cH:5][c:6]([Cl:8])[cH:7]1.[Pd:55].[c:113]1([P:114]([c:115]2[cH:116][cH:117][cH:118][cH:119][cH:120]2)[c:121]2[cH:122][cH:123][cH:124][cH:125][cH:126]2)[cH:127][cH:128][cH:129][cH:130][cH:131]1.[c:56]1([P:57]([c:58]2[cH:59][cH:60][cH:61][cH:62][cH:63]2)[c:64]2[cH:65][cH:66][cH:67][cH:68][cH:69]2)[cH:70][cH:71][cH:72][cH:73][cH:74]1.[c:75]1([P:76]([c:77]2[cH:78][cH:79][cH:80][cH:81][cH:82]2)[c:83]2[cH:84][cH:85][cH:86][cH:87][cH:88]2)[cH:89][cH:90][cH:91][cH:92][cH:93]1.[c:94]1([P:95]([c:96]2[cH:97][cH:98][cH:99][cH:100][cH:101]2)[c:102]2[cH:103][cH:104][cH:105][cH:106][cH:107]2)[cH:108][cH:109][cH:110][cH:111][cH:112]1>>[Cl:1][c:2]1[c:3](-[c:9]2[n:10][c:11]([CH2:28][CH3:29])[c:12]([NH:17][CH:40]3[CH:41]([CH2:51][CH3:52])[CH2:42][c:43]4[cH:44][cH:45][c:46]([O:49][CH3:50])[cH:47][c:48]43)[n:13][c:14]2[CH2:15][CH3:16])[cH:4][cH:5][c:6]([Cl:8])[cH:7]1.